From a dataset of the Open Reaction Database (ORD), a public repository of structured organic reaction records. describe an organic reaction: reactants, conditions, products, and yield Starting materials: CO, CO[NH3+], CC(=O)[O-], COc1ccc(C(=O)C2=C(O)C(=O)N(c3ccc(C=O)cc3)C2c2ccccc2)cc1, [Cl-], [Na+], O. Yields the product CON=Cc1ccc(N2C(=O)C(O)=C(C(=O)c3ccc(OC)cc3)C2c2ccccc2)cc1. RXN SMILES: [CH3:1][OH:2].[CH3:35][O:36][NH3+:37].[CH3:39][C:40](=[O:41])[O-:42].[CH:3](=[O:4])[c:5]1[cH:6][cH:7][c:8]([N:11]2[C:12](=[O:33])[C:13]([OH:32])=[C:14]([C:22]([c:23]3[cH:24][cH:25][c:26]([O:29][CH3:30])[cH:27][cH:28]3)=[O:31])[CH:15]2[c:16]2[cH:17][cH:18][cH:19][cH:20][cH:21]2)[cH:9][cH:10]1.[Cl-:34].[Na+:38].[OH2:43]>>[CH:3]([c:5]1[cH:6][cH:7][c:8]([N:11]2[C:12](=[O:33])[C:13]([OH:32])=[C:14]([C:22]([c:23]3[cH:24][cH:25][c:26]([O:29][CH3:30])[cH:27][cH:28]3)=[O:31])[CH:15]2[c:16]2[cH:17][cH:18][cH:19][cH:20][cH:21]2)[cH:9][cH:10]1)=[N:37][O:36][CH3:35]. Reactants: BrC=1C=C(CN(C(=O)C2=C(C=C(C(=C2)C(=O)O)C(=O)O)C(=O)O)[C@H]2CCCC3=CC=CC=C23)C=CC1 (5-({(3-bromobenzyl)[(1S)-1,2,3,4-tetrahydro-1-naphthalenyl]amino}carbonyl)-1,2,4-benzenetricarboxylic acid), S1C(=CC=C1)C=1C=C(C=CC1)B(O)O (3-(2-thienyl)phenylboronic acid). Product: [C@@H]1(CCCC2=CC=CC=C12)N(C(=O)C1=C(C=C(C(=C1)C(=O)O)C(=O)O)C(=O)O)CC1=CC(=CC=C1)C=1SC=CC1 (5-({(1S)-1,2,3,4-tetrahydro-1-naphthalenyl[3-(2-thienyl)benzyl]amino}carbonyl)-1,2,4-benzenetricarboxylic acid). RXN SMILES: BrC1C=C(C=CC=1)[CH2:5][N:6]([C@@H:24]1[C:33]2[C:28](=[CH:29][CH:30]=[CH:31][CH:32]=2)[CH2:27][CH2:26][CH2:25]1)[C:7]([C:9]1[CH:14]=[C:13]([C:15]([OH:17])=[O:16])[C:12]([C:18]([OH:20])=[O:19])=[CH:11][C:10]=1[C:21]([OH:23])=[O:22])=[O:8].[S:37]1[CH:41]=[CH:40][CH:39]=[C:38]1[C:42]1[CH:43]=[C:44](B(O)O)[CH:45]=[CH:46][CH:47]=1>>[C@@H:24]1([N:6]([CH2:5][C:44]2[CH:45]=[CH:46][CH:47]=[C:42]([C:38]3[S:37][CH:41]=[CH:40][CH:39]=3)[CH:43]=2)[C:7]([C:9]2[CH:14]=[C:13]([C:15]([OH:17])=[O:16])[C:12]([C:18]([OH:20])=[O:19])=[CH:11][C:10]=2[C:21]([OH:23])=[O:22])=[O:8])[C:33]2[C:28](=[CH:29][CH:30]=[CH:31][CH:32]=2)[CH2:27][CH2:26][CH2:25]1. Reported procedure: The product from Example 15B (165 mg, 0.3 mmol) and 3-(2-thienyl)phenylboronic acid were processed as described in Example 85 to provide the title compound.